This data is from the Open Reaction Database (ORD), a public repository of structured organic reaction records. The task is: describe an organic reaction: reactants, conditions, products, and yield The reactants are CC(C)(C)[Si](C)(C)Cl, CC(CO)CCCC(C)C1CCC2C3CC=C4CC(O)CCC4(C)C3CCC12C, CN(C)C=O, O, c1c[nH]cn1. Yields the product CC(CCCC(C)C1CCC2C3CC=C4CC(O)CCC4(C)C3CCC12C)CO[Si](C)(C)C(C)(C)C. As a reaction SMILES: [C:35]([CH3:36])([CH3:37])([CH3:38])[Si:39]([CH3:40])([CH3:41])[Cl:42].[CH2:1]([CH:2]([CH3:3])[CH2:4][CH2:5][CH2:6][CH:7]([CH3:8])[CH:9]1[CH2:10][CH2:11][CH:12]2[CH:13]3[CH2:14][CH:15]=[C:16]4[CH2:17][CH:18]([OH:28])[CH2:19][CH2:20][C:21]4([CH3:22])[CH:23]3[CH2:24][CH2:25][C:26]12[CH3:27])[OH:29].[CH3:43][N:44]([CH3:45])[CH:46]=[O:47].[OH2:48].[nH:30]1[cH:31][cH:32][n:33][cH:34]1>>[CH2:1]([CH:2]([CH3:3])[CH2:4][CH2:5][CH2:6][CH:7]([CH3:8])[CH:9]1[CH2:10][CH2:11][CH:12]2[CH:13]3[CH2:14][CH:15]=[C:16]4[CH2:17][CH:18]([OH:28])[CH2:19][CH2:20][C:21]4([CH3:22])[CH:23]3[CH2:24][CH2:25][C:26]12[CH3:27])[O:29][Si:39]([C:35]([CH3:36])([CH3:37])[CH3:38])([CH3:40])[CH3:41]. Reactants: C(C)(C)(C)C1=C(C(=C2C=C(C(C2=C1)[Si](C)(C)Cl)C)C1=CC=C(C=C1)C(C)(C)C)OC ([6-tert-butyl-4-(4-tert-butylphenyl)-5-methoxy-2-methyl-1H-inden-1-yl](chloro)dimethylsilane), C(C)(C)(C)C1=CC=C(C=C1)C=1C=CC=C2C=C(CC12)C (7-(4-tert-butylphenyl)-2-methyl-1H-indene), O (water). Reagents/catalysts: C(#N)[Cu] (CuCN). Solvent: CCOCC (ether), hexanes, CCOCC (ether). Run at time 8 hour. Product: C(C)(C)(C)C1=C(C(=C2C=C(C(C2=C1)[Si](C)(C)C1C(=CC2=C(C=CC=C12)C1=CC=C(C=C1)C(C)(C)C)C)C)C1=CC=C(C=C1)C(C)(C)C)OC ([6-tert-Butyl-4-(4-tert-butylphenyl)-5-methoxy-2-methyl-1H-inden-1-yl][4-(4-tert-butylphenyl)-2-methyl-1H-inden-1-yl]dimethylsilane). Yield: 100.4%. RXN SMILES: [C:1]([C:5]1[CH:10]=[CH:9][C:8]([C:11]2[CH:12]=[CH:13][CH:14]=[C:15]3[C:19]=2[CH2:18][C:17]([CH3:20])=[CH:16]3)=[CH:7][CH:6]=1)([CH3:4])([CH3:3])[CH3:2].[C:21]([C:25]1[CH:33]=[C:32]2[C:28]([CH:29]=[C:30]([CH3:38])[CH:31]2[Si:34](Cl)([CH3:36])[CH3:35])=[C:27]([C:39]2[CH:44]=[CH:43][C:42]([C:45]([CH3:48])([CH3:47])[CH3:46])=[CH:41][CH:40]=2)[C:26]=1[O:49][CH3:50])([CH3:24])([CH3:23])[CH3:22].O>CCOCC.C([Cu])#N>[C:21]([C:25]1[CH:33]=[C:32]2[C:28]([CH:29]=[C:30]([CH3:38])[CH:31]2[Si:34]([CH:16]2[C:15]3[C:19](=[C:11]([C:8]4[CH:7]=[CH:6][C:5]([C:1]([CH3:4])([CH3:3])[CH3:2])=[CH:10][CH:9]=4)[CH:12]=[CH:13][CH:14]=3)[CH:18]=[C:17]2[CH3:20])([CH3:36])[CH3:35])=[C:27]([C:39]2[CH:44]=[CH:43][C:42]([C:45]([CH3:48])([CH3:47])[CH3:46])=[CH:41][CH:40]=2)[C:26]=1[O:49][CH3:50])([CH3:24])([CH3:23])[CH3:22]. Procedure: To a solution of 7.88 g (30.0 mmol) of 7-(4-tert-butylphenyl)-2-methyl-1H-indene in 200 ml of ether 12.0 ml (30.0 mmol) of 2.5 MnBuLi in hexanes was added in one portion at −40° C. This mixture was stirred overnight at room temperature, then cooled to −40° C., and 215 mg of CuCN was added. The resulting mixture was stirred for 1 h at −20° C., then cooled to −40° C., and a solution 13.2 g (30.0 mmol) of [6-tert-butyl-4-(4-tert-butylphenyl)-5-methoxy-2-methyl-1H-inden-1-yl](chloro)dimethylsilane (... The reactants are FC=1C=C(C(=O)N(C2=C(C=CC(=C2)OC)C2CC=3C=CC(=CC3CC2)OC(C(C)(C)C)=O)C(C)C)C=CC1O (pivalic acid 6-{2-[(3-fluoro-4-hydroxybenzoyl)isopropylamino]-4-methoxyphenyl}-5,6,7,8-tetrahydronaphthalen-2-yl ester), ClCC(=O)N(CC)CC (2-chloro-N,N-diethylacetamide). Yields the product C(C)N(CCOC1=C(C=C(CN(C2=C(C=CC(=C2)OC)C2CC=3C=CC(=CC3CC2)O)C(C)C)C=C1)F)CC (6-{2-{[4-(2-Diethylaminoethoxy)-3-fluorobenzyl]isopropylamino}-4-methoxyphenyl}-5,6,7,8-tetrahydronaphthalen-2-ol). Isolated yield 31.5%. RXN SMILES: [F:1][C:2]1[CH:3]=[C:4]([CH:36]=[CH:37][C:38]=1[OH:39])[C:5]([N:7]([CH:33]([CH3:35])[CH3:34])[C:8]1[CH:13]=[C:12]([O:14][CH3:15])[CH:11]=[CH:10][C:9]=1[CH:16]1[CH2:25][CH2:24][C:23]2[CH:22]=[C:21]([O:26]C(=O)C(C)(C)C)[CH:20]=[CH:19][C:18]=2[CH2:17]1)=O.Cl[CH2:41][C:42]([N:44]([CH2:47][CH3:48])[CH2:45][CH3:46])=O>>[CH2:42]([N:44]([CH2:47][CH3:48])[CH2:45][CH2:46][O:39][C:38]1[CH:37]=[CH:36][C:4]([CH2:5][N:7]([CH:33]([CH3:35])[CH3:34])[C:8]2[CH:13]=[C:12]([O:14][CH3:15])[CH:11]=[CH:10][C:9]=2[CH:16]2[CH2:25][CH2:24][C:23]3[CH:22]=[C:21]([OH:26])[CH:20]=[CH:19][C:18]=3[CH2:17]2)=[CH:3][C:2]=1[F:1])[CH3:41]. Reported procedure: Synthesized from pivalic acid 6-{2-[(3-fluoro-4-hydroxybenzoyl)isopropylamino]-4-methoxyphenyl}-5,6,7,8-tetrahydronaphthalen-2-yl ester (25 mg) and 2-chloro-N,N-diethylacetamide (14 mg) according to an analogous synthetic method to Example 404 and purified by LC-MS, the title compound (7.9 mg) was obtained. Reagents/catalysts: Cl[Pd]([P](C1=CC=CC=C1)(C2=CC=CC=C2)C3=CC=CC=C3)([P](C4=CC=CC=C4)(C5=CC=CC=C5)C6=CC=CC=C6)Cl (bis(triphenylphosphine)palladium(II) chloride). Starting materials: C(C1=CC=CC=C1)OC1=CC=C(C=C1)NC1=NC=NC2=CC=C(C=C12)Br ((4-benzyloxy-phenyl)-(6-bromoquinazolin-4-yl)-amine), CN1C=NC=C1[Sn](CCCC)(CCCC)CCCC (1-methyl-5-(tributylstannyl)imidazole). Reaction SMILES: [CH2:1]([O:8][C:9]1[CH:14]=[CH:13][C:12]([NH:15][C:16]2[C:25]3[C:20](=[CH:21][CH:22]=[C:23](Br)[CH:24]=3)[N:19]=[CH:18][N:17]=2)=[CH:11][CH:10]=1)[C:2]1[CH:7]=[CH:6][CH:5]=[CH:4][CH:3]=1.[CH3:27][N:28]1[C:32]([Sn](CCCC)(CCCC)CCCC)=[CH:31][N:30]=[CH:29]1>O1CCOCC1.Cl[Pd](Cl)([P](C1C=CC=CC=1)(C1C=CC=CC=1)C1C=CC=CC=1)[P](C1C=CC=CC=1)(C1C=CC=CC=1)C1C=CC=CC=1>[CH2:1]([O:8][C:9]1[CH:14]=[CH:13][C:12]([NH:15][C:16]2[C:25]3[C:20](=[CH:21][CH:22]=[C:23]([C:32]4[N:28]([CH3:27])[CH:29]=[N:30][CH:31]=4)[CH:24]=3)[N:19]=[CH:18][N:17]=2)=[CH:11][CH:10]=1)[C:2]1[CH:7]=[CH:6][CH:5]=[CH:4][CH:3]=1 |^1:54,73|. Isolated yield 89.8%. Yields the product C(C1=CC=CC=C1)OC1=CC=C(C=C1)NC1=NC=NC2=CC=C(C=C12)C=1N(C=NC1)C ((4-Benzyloxy-phenyl)-(6-(3-methyl-3H-imidazol-4-yl)quinazolin-4-yl)-amine). Run in O1CCOCC1 (dioxane). Reported procedure: The (4-benzyloxy-phenyl)-(6-bromoquinazolin-4-yl)-amine (1.0 g, 2.46 mmol), 1-methyl-5-(tributylstannyl)imidazole (prepared according to Gaare, K., et al. Acta Chem. Scand. (1993), 47(1), 57-62) (1.25 g, 3.37 mmol) and bis(triphenylphosphine)palladium(II) chloride (catalytic amount) were reacted according to Procedure B in dioxane (50 ml) for 3 hours. The solvent was removed in vacuo, and the solid was washed with i-hexane. The resulting dark solid was suspended in IMS, and undissolved material ... Starting materials: OCC1=CN=NN1CCC (5-hydroxymethyl-1-propyl-1,2,3-triazole), S(=O)(Cl)Cl (thionyl chloride). Product: Cl.ClCC1=CN=NN1CCC (5-chloromethyl-1-propyl-1,2,3-triazole hydrochloride). Reaction SMILES: O[CH2:2][C:3]1[N:7]([CH2:8][CH2:9][CH3:10])[N:6]=[N:5][CH:4]=1.S(Cl)([Cl:13])=O>>[ClH:13].[Cl:13][CH2:2][C:3]1[N:7]([CH2:8][CH2:9][CH3:10])[N:6]=[N:5][CH:4]=1 |f:2.3|. Reported procedure: To a solution of aluminum lithium hydride (0.72 g) in THF (64 ml) was added dropwise a solution of methyl 1-propyl-1,2,3-triazole-5-carbonate (3.2 g) in. THF (32 ml) at 0° C. The mixture was stirred for 1 hour at room temperature, and an aqueous solution of saturated sodium thiosulfate was added to the mixture at 0° C. The mixture was filtered with Celite, and washed with ethanol. The solvent was removed under reduced pressure, and the obtained residue was purified by silica gel column chromatog... Reaction SMILES: [C:1](=[O:2])([OH:3])[C:4]12[CH2:5][CH2:6][C:7]([NH:12][CH2:13][C:14](=[O:15])[N:16]3[CH:17]([C:22]#[N:23])[CH2:18][CH:19]([F:21])[CH2:20]3)([CH2:8][CH2:9]1)[CH2:10][CH2:11]2.[NH2:24][c:25]1[s:26][cH:27][n:28][n:29]1>>[C:1](=[O:3])([C:4]12[CH2:5][CH2:6][C:7]([NH:12][CH2:13][C:14](=[O:15])[N:16]3[CH:17]([C:22]#[N:23])[CH2:18][CH:19]([F:21])[CH2:20]3)([CH2:8][CH2:9]1)[CH2:10][CH2:11]2)[NH:24][c:25]1[s:26][cH:27][n:28][n:29]1. The reactants are N#CC1CC(F)CN1C(=O)CNC12CCC(C(=O)O)(CC1)CC2, Nc1nncs1. The product is N#CC1CC(F)CN1C(=O)CNC12CCC(C(=O)Nc3nncs3)(CC1)CC2. The reactants are C(C)OC(=O)C=1NC=CC1 (1H-pyrrole-2-carboxylic acid ethyl ester), C1=C(C=CC2=CC=CC=C12)CC(=O)Cl (naphthalen-2-yl-acetyl chloride), 1,2-dichloromethane. Product: C(C)OC(=O)C=1NC=C(C1)C(CC1=CC2=CC=CC=C2C=C1)=O (4-(2-Naphthalen-2-yl-acetyl)-1H-pyrrole-2-carboxylic acid ethyl ester). Reaction SMILES: [CH2:1]([O:3][C:4]([C:6]1[NH:7][CH:8]=[CH:9][CH:10]=1)=[O:5])[CH3:2].[CH:11]1[C:20]2[C:15](=[CH:16][CH:17]=[CH:18][CH:19]=2)[CH:14]=[CH:13][C:12]=1[CH2:21][C:22](Cl)=[O:23]>>[CH2:1]([O:3][C:4]([C:6]1[NH:7][CH:8]=[C:9]([C:22](=[O:23])[CH2:21][C:12]2[CH:13]=[CH:14][C:15]3[C:20](=[CH:19][CH:18]=[CH:17][CH:16]=3)[CH:11]=2)[CH:10]=1)=[O:5])[CH3:2]. Reported procedure: 4-(2-Naphthalen-2-yl-acetyl)-1H-pyrrole-2-carboxylic acid ethyl ester (141) was synthesized from 1H-pyrrole-2-carboxylic acid ethyl ester and naphthalen-2-yl-acetyl chloride following the procedure described in Example 32. Reaction Conditions: 1,2-dichloromethane/−40° C.→RT. Purification: no purification. LC/MS: 78%. The reactants are BrC=1C=C(C=O)C=CC1F (3-bromo-4-fluoro-benzaldehyde), Cl.ClC1=C(C=C(C=C1)[C@@H](CC)N)C ((R)-1-(4-chloro-3-methyl-phenyl)-propylamine hydrochloride), N1CC(C1)C(=O)O (azetidine-3-carboxylic acid). Product: ClC1=C(C=C(C=C1)[C@@H](CC)NC=1C=C(CN2CC(C2)C(=O)O)C=CC1F)C (1-{3-[(R)-1-(4-Chloro-3-methyl-phenyl)-propylamino]-4-fluoro-benzyl}-azetidine-3-carboxylic acid). Reaction SMILES: Br[C:2]1[CH:3]=[C:4]([CH:7]=[CH:8][C:9]=1[F:10])[CH:5]=O.Cl.[Cl:12][C:13]1[CH:18]=[CH:17][C:16]([C@H:19]([NH2:22])[CH2:20][CH3:21])=[CH:15][C:14]=1[CH3:23].[NH:24]1[CH2:27][CH:26]([C:28]([OH:30])=[O:29])[CH2:25]1>>[Cl:12][C:13]1[CH:18]=[CH:17][C:16]([C@H:19]([NH:22][C:2]2[CH:3]=[C:4]([CH:7]=[CH:8][C:9]=2[F:10])[CH2:5][N:24]2[CH2:27][CH:26]([C:28]([OH:30])=[O:29])[CH2:25]2)[CH2:20][CH3:21])=[CH:15][C:14]=1[CH3:23] |f:1.2|. Reported procedure: The title compound was prepared according to Scheme 3 following a procedure analogous to steps 3 to 6 of Example 21 using 3-bromo-4-fluoro-benzaldehyde in step 3, (R)-1-(4-chloro-3-methyl-phenyl)-propylamine hydrochloride in step 4 and azetidine-3-carboxylic acid in step 6.